From a dataset of the Open Reaction Database (ORD), a public repository of structured organic reaction records. describe an organic reaction: reactants, conditions, products, and yield Reactants: O=C([O-])[O-], Cc1ccccc1, CCO, Cc1ccc(-c2ccc3c(N4CCOCC4)nc(Cl)nc3c2)o1, [Cs+], [Cs+], CC1(C)OB(c2ccc(NC(=O)Nc3ccc(N4CCCC4=O)cc3)cc2)OC1(C)C, O. Yields the product Cc1ccc(-c2ccc3c(N4CCOCC4)nc(-c4ccc(NC(=O)Nc5ccc(N6CCCC6=O)cc5)cc4)nc3c2)o1. As a reaction SMILES: [C:55](=[O:56])([O-:57])[O-:58].[CH3:61][c:62]1[cH:63][cH:64][cH:65][cH:66][cH:67]1.[CH3:69][CH2:70][OH:71].[Cl:1][c:2]1[n:3][c:4]2[cH:5][c:6](-[c:18]3[o:19][c:20]([CH3:23])[cH:21][cH:22]3)[cH:7][cH:8][c:9]2[c:10]([N:12]2[CH2:13][CH2:14][O:15][CH2:16][CH2:17]2)[n:11]1.[Cs+:59].[Cs+:60].[O:24]=[C:25]1[N:26]([c:30]2[cH:31][cH:32][c:33]([NH:36][C:37](=[O:38])[NH:39][c:40]3[cH:41][cH:42][c:43]([B:46]4[O:47][C:48]([CH3:49])([CH3:50])[C:51]([CH3:52])([CH3:53])[O:54]4)[cH:44][cH:45]3)[cH:34][cH:35]2)[CH2:27][CH2:28][CH2:29]1.[OH2:68]>>[c:2]1(-[c:43]2[cH:42][cH:41][c:40]([NH:39][C:37]([NH:36][c:33]3[cH:32][cH:31][c:30]([N:26]4[C:25](=[O:24])[CH2:29][CH2:28][CH2:27]4)[cH:35][cH:34]3)=[O:38])[cH:45][cH:44]2)[n:3][c:4]2[cH:5][c:6](-[c:18]3[o:19][c:20]([CH3:23])[cH:21][cH:22]3)[cH:7][cH:8][c:9]2[c:10]([N:12]2[CH2:13][CH2:14][O:15][CH2:16][CH2:17]2)[n:11]1. Reactants: C(C(C)C)PCC(C)C (di-iso-butylphosphine), CN(C)C[C-]1C(=CC=C1)CN(C)C.[CH-]1C=CC=C1.[Fe+2] (1,2-bis(dimethylaminomethyl)ferrocene). Solvent: C(C)(=O)O (acetic acid). Product: C(C(C)C)P(CC(C)C)C[C-]1C(=CC=C1)CP(CC(C)C)CC(C)C.[CH-]1C=CC=C1.[Fe+2] (1,2-bis-(di-iso-butylphosphinomethyl) ferrocene). As a reaction SMILES: [CH2:1]([PH:5][CH2:6][CH:7]([CH3:9])[CH3:8])[CH:2]([CH3:4])[CH3:3].CN([CH2:13][C-:14]1[CH:18]=[CH:17][CH:16]=[C:15]1[CH2:19]N(C)C)C.[CH-:23]1[CH:27]=[CH:26][CH:25]=[CH:24]1.[Fe+2:28]>C(O)(=O)C>[CH2:1]([P:5]([CH2:13][C-:14]1[CH:18]=[CH:17][CH:16]=[C:15]1[CH2:19][P:5]([CH2:6][CH:27]([CH3:26])[CH3:23])[CH2:1][CH:2]([CH3:4])[CH3:3])[CH2:6][CH:7]([CH3:9])[CH3:8])[CH:2]([CH3:4])[CH3:3].[CH-:23]1[CH:27]=[CH:26][CH:25]=[CH:24]1.[Fe+2:28] |f:1.2.3,5.6.7|. Reported procedure: The title compound was prepared in accordance with the procedure of Example 10 employing di-iso-butylphosphine (Strem 486 mg, 3.33 mmol), 1,2-bis(dimethylaminomethyl)ferrocene (0.5 g, 1.66 mmol) and anhydrous acetic acid (100 ml). Yield 0.372 g.